From a dataset of the Open Reaction Database (ORD), a public repository of structured organic reaction records. describe an organic reaction: reactants, conditions, products, and yield The reactants are CN1C(CC[C@@]2(C3=C(CC[C@@H]12)C=C(C=C3)Br)C)=O ((+)-(4aR)-(10bR)-4-methyl-8-bromo-10b-methyl-1,2,3,4,4a,5,6,10b-octahydrobenzo[f]quinolin-3-one), FC=1C=C(C=CC1)B(O)O (3-fluorophenylboronic acid), C([O-])([O-])=O.[Na+].[Na+] (sodium carbonate), C1CCOC1 (THF). Reagents/catalysts: [Pd].C1(=CC=CC=C1)P(C1=CC=CC=C1)C1=CC=CC=C1.C1(=CC=CC=C1)P(C1=CC=CC=C1)C1=CC=CC=C1.C1(=CC=CC=C1)P(C1=CC=CC=C1)C1=CC=CC=C1.C1(=CC=CC=C1)P(C1=CC=CC=C1)C1=CC=CC=C1 (tetrakis (triphenylphosphine) palladium (0)). Run in C(Cl)(Cl)Cl (chloroform). Yields the product CN1C(CC[C@@]2(C3=C(CC[C@@H]12)C=C(C=C3)C3=CC(=CC=C3)F)C)=O ((+)-(4aR)-(10bR )-4-methyl-8-(3-fluorophenyl)-10b-methyl-1,2,3,4,4a,5,6,10b-octahydrobenzo[f]quinolin-3-one). Isolated yield 84.2%. RXN SMILES: [CH3:1][N:2]1[C@H:11]2[C@@:6]([CH3:17])([C:7]3[CH:15]=[CH:14][C:13](Br)=[CH:12][C:8]=3[CH2:9][CH2:10]2)[CH2:5][CH2:4][C:3]1=[O:18].[F:19][C:20]1[CH:21]=[C:22](B(O)O)[CH:23]=[CH:24][CH:25]=1.C(=O)([O-])[O-].[Na+].[Na+].C1COCC1>C(Cl)(Cl)Cl.[Pd].C1(P(C2C=CC=CC=2)C2C=CC=CC=2)C=CC=CC=1.C1(P(C2C=CC=CC=2)C2C=CC=CC=2)C=CC=CC=1.C1(P(C2C=CC=CC=2)C2C=CC=CC=2)C=CC=CC=1.C1(P(C2C=CC=CC=2)C2C=CC=CC=2)C=CC=CC=1>[CH3:1][N:2]1[C@H:11]2[C@@:6]([CH3:17])([C:7]3[CH:15]=[CH:14][C:13]([C:24]4[CH:23]=[CH:22][CH:21]=[C:20]([F:19])[CH:25]=4)=[CH:12][C:8]=3[CH2:9][CH2:10]2)[CH2:5][CH2:4][C:3]1=[O:18] |f:2.3.4,7.8.9.10.11|. Procedure details: A 15 mL round bottom flask was charged with (+)-(4aR)-(10bR)-4-methyl-8-bromo-10b-methyl-1,2,3,4,4a,5,6,10b-octahydrobenzo[f]quinolin-3-one (200 mg, 0.65 mmol), tetrakis (triphenylphosphine) palladium (0) (23 mg, 0.02 mmol), 3-fluorophenylboronic acid (109 mg, 0.78 mmol) ,0.65 mL of 2M sodium carbonate solution and 2 mL of THF, fitted with a reflux condenser, and the stirred mixture was heated at 80°, under nitrogen, for 18 h. The mixture was cooled, diluted with chloroform (75 mL) and washed wi...